This data is from the Open Reaction Database (ORD), a public repository of structured organic reaction records. The task is: describe an organic reaction: reactants, conditions, products, and yield The reactants are BrCC1C(OC(O1)(C)C12CC3CC(CC(C1)C3)C2)=O (5-bromomethyl-2-(1-adamantyl)-2-methyl-1,3-dioxolan-4-one), CN(C=O)C (N,N-dimethylformamide). The solvent is C(C)(C)OC(C)C (isopropyl ether). Conditions: time 4 hour. Product: C=C1C(OC(O1)(C)C12CC3CC(CC(C1)C3)C2)=O (5-methylene-2-(1-adamantyl)-2-methyl-1,3-dioxolan-4-one). The yield is 53.2%. As a reaction SMILES: Br[CH2:2][CH:3]1[O:7][C:6]([C:9]23[CH2:18][CH:13]4[CH2:14][CH:15]([CH2:17][CH:11]([CH2:12]4)[CH2:10]2)[CH2:16]3)([CH3:8])[O:5][C:4]1=[O:19].CN(C)C=O>C(OC(C)C)(C)C>[CH2:2]=[C:3]1[O:7][C:6]([C:9]23[CH2:16][CH:15]4[CH2:17][CH:11]([CH2:12][CH:13]([CH2:14]4)[CH2:18]2)[CH2:10]3)([CH3:8])[O:5][C:4]1=[O:19]. Reported procedure: A mixture obtained by dissolving 16.4 g (0.05 mol) of 5-bromomethyl-2-(1-adamantyl)-2-methyl-1,3-dioxolan-4-one in 58 g of isopropyl ether was placed in a flask equipped with an agitator, a thermometer, a condenser and a dropping funnel. 36.5 g (0.5 mol) of N,N-dimethylformamide was added by drops thereto, followed by intensively stirring at room temperature for 4 hours. After completion of the stirring, insoluble products were removed from the reaction solution by filtration, and the obtained f... Starting materials: [H-].[Na+] (sodium hydride), CN(C=O)C (dimethylformamide), C1(O)=CC=C(O)C=C1 (hydroquinone), ice water, C(#N)C1=CC=C(C=C1)CCN1CCC2(OC2)CC1 (1-[2-(4-cyanophenyl)ethyl]piperidin-4-spiro-2′-oxirane), ice water. Run in O (Water). Product: C(#N)C1=CC=C(C=C1)CCN1CCC(CC1)(O)COC1=CC=C(C=C1)O (1-[2-(4-cyanophenyl)ethyl]-4-(4-hydroxyphenoxymethyl)piperidin-4-ol). The yield is 9.0%. As a reaction SMILES: [H-].[Na+].CN(C)C=O.[C:8]1([CH:15]=[CH:14][C:12]([OH:13])=[CH:11][CH:10]=1)[OH:9].[C:16]([C:18]1[CH:23]=[CH:22][C:21]([CH2:24][CH2:25][N:26]2[CH2:33][CH2:32][C:29]3([CH2:31][O:30]3)[CH2:28][CH2:27]2)=[CH:20][CH:19]=1)#[N:17]>O>[C:16]([C:18]1[CH:19]=[CH:20][C:21]([CH2:24][CH2:25][N:26]2[CH2:33][CH2:32][C:29]([CH2:31][O:9][C:8]3[CH:15]=[CH:14][C:12]([OH:13])=[CH:11][CH:10]=3)([OH:30])[CH2:28][CH2:27]2)=[CH:22][CH:23]=1)#[N:17] |f:0.1|. Procedure: 60% sodium hydride (46 mg) was added to an anhydrous dimethylformamide solution (4 mL) of hydroquinone (0.18 g) under cooling with ice-water and the mixture was stirred at room temperature for fourty minutes under nitrogen atmosphere. The compound (0.40 g) obtained in Step 3 was added to the mixture, and the reaction mixture was stirred at 80° C. for four hours under nitrogen atmosphere. Water (40 mL) was added to the mixture under cooling with ice-water and the mixture was extracted with ethyl ... The reactants are C1CCOC1, CC(C)[N-]C(C)C, CC1COCCN1c1nc(Cl)nc2c1ncn2C, ClCCl, ClI, [Li+]. The product is CC1COCCN1c1nc(Cl)nc2c1nc(I)n2C. As a reaction SMILES: [CH2:32]1[O:33][CH2:34][CH2:35][CH2:36]1.[CH:19]([N-:20][CH:21]([CH3:22])[CH3:23])([CH3:24])[CH3:25].[Cl:1][c:2]1[n:3][c:4]([N:12]2[CH:13]([CH3:18])[CH2:14][O:15][CH2:16][CH2:17]2)[c:5]2[n:6][cH:7][n:8]([CH3:11])[c:9]2[n:10]1.[Cl:29][CH2:30][Cl:31].[I:27][Cl:28].[Li+:26]>>[Cl:1][c:2]1[n:3][c:4]([N:12]2[CH:13]([CH3:18])[CH2:14][O:15][CH2:16][CH2:17]2)[c:5]2[n:6][c:7]([I:27])[n:8]([CH3:11])[c:9]2[n:10]1.